Dataset: the Open Reaction Database (ORD), a public repository of structured organic reaction records. Task: describe an organic reaction: reactants, conditions, products, and yield The reactants are O=C(Oc1ccc(C(=O)OCc2ccccc2)c(OCc2ccccc2)c1)c1ccccc1, CO, Cl, [Na+], C1CCOC1, [OH-]. The product is O=C(OCc1ccccc1)c1ccc(O)cc1OCc1ccccc1. As a reaction SMILES: [C:3](=[O:4])([c:5]1[cH:6][cH:7][cH:8][cH:9][cH:10]1)[O:11][c:12]1[cH:13][c:14]([O:28][CH2:29][c:30]2[cH:31][cH:32][cH:33][cH:34][cH:35]2)[c:15]([C:16](=[O:17])[O:18][CH2:19][c:20]2[cH:21][cH:22][cH:23][cH:24][cH:25]2)[cH:26][cH:27]1.[CH3:36][OH:37].[ClH:38].[Na+:2].[O:39]1[CH2:40][CH2:41][CH2:42][CH2:43]1.[OH-:1]>>[OH:11][c:12]1[cH:13][c:14]([O:28][CH2:29][c:30]2[cH:31][cH:32][cH:33][cH:34][cH:35]2)[c:15]([C:16](=[O:17])[O:18][CH2:19][c:20]2[cH:21][cH:22][cH:23][cH:24][cH:25]2)[cH:26][cH:27]1. Starting materials: Cc1cc(CC#N)cnc1Cl, [Na+], [Na+], O=C([O-])[O-], O, O=S(=O)(O)O. Product: Cc1cc(CC(=O)O)cnc1Cl. Reaction SMILES: [Cl:1][c:2]1[c:3]([CH3:11])[cH:4][c:5]([CH2:8][C:9]#[N:10])[cH:6][n:7]1.[Na+:17].[Na+:18].[O-:19][C:20]([O-:21])=[O:22].[OH2:23].[S:12](=[O:13])(=[O:14])([OH:15])[OH:16]>>[Cl:1][c:2]1[c:3]([CH3:11])[cH:4][c:5]([CH2:8][C:20]([OH:19])=[O:22])[cH:6][n:7]1.